From a dataset of the Open Reaction Database (ORD), a public repository of structured organic reaction records. describe an organic reaction: reactants, conditions, products, and yield Reactants: CCO, Cc1cc(Nc2cccc(NC(=O)c3ccc([N+](=O)[O-])cc3)c2)nc(N)n1, O. Yields the product Cc1cc(Nc2cccc(NC(=O)c3ccc(N)cc3)c2)nc(N)n1. As a reaction SMILES: [CH3:28][CH2:29][OH:30].[NH2:1][c:2]1[n:3][c:4]([CH3:27])[cH:5][c:6]([NH:8][c:9]2[cH:10][c:11]([NH:15][C:16]([c:17]3[cH:18][cH:19][c:20]([N+:23]([O-:24])=[O:25])[cH:21][cH:22]3)=[O:26])[cH:12][cH:13][cH:14]2)[n:7]1.[OH2:31]>>[NH2:1][c:2]1[n:3][c:4]([CH3:27])[cH:5][c:6]([NH:8][c:9]2[cH:10][c:11]([NH:15][C:16]([c:17]3[cH:18][cH:19][c:20]([NH2:23])[cH:21][cH:22]3)=[O:26])[cH:12][cH:13][cH:14]2)[n:7]1. Reactants: ClC1=NC=C(C=C1)[N+](=O)[O-] (2-Chloro-5-nitropyridine), O (Water), OC1=CC=C(C=C1)C(=O)OC (methyl 4-hydroxybenzenecarboxylate), C([O-])([O-])=O.[K+].[K+] (potassium carbonate). Run in C(C)#N (acetonitrile). The product is [N+](=O)([O-])C=1C=CC(=NC1)OC1=CC=C(C=C1)C(=O)OC (Methyl 4-(5-nitropyridin-2-yloxy)benzenecarboxylate). Yield: 100.3%. RXN SMILES: Cl[C:2]1[CH:7]=[CH:6][C:5]([N+:8]([O-:10])=[O:9])=[CH:4][N:3]=1.[OH:11][C:12]1[CH:17]=[CH:16][C:15]([C:18]([O:20][CH3:21])=[O:19])=[CH:14][CH:13]=1.C(=O)([O-])[O-].[K+].[K+].O>C(#N)C>[N+:8]([C:5]1[CH:6]=[CH:7][C:2]([O:11][C:12]2[CH:13]=[CH:14][C:15]([C:18]([O:20][CH3:21])=[O:19])=[CH:16][CH:17]=2)=[N:3][CH:4]=1)([O-:10])=[O:9] |f:2.3.4|. Procedure details: 2-Chloro-5-nitropyridine (500.0 mg), methyl 4-hydroxybenzenecarboxylate (958.6 mg) and potassium carbonate (1.31 g) were suspended in acetonitrile (5 mL), and heated under reflux for 16 hours. Water (50 mL) was added to the reaction liquid, extracted with ethyl acetate (50 mL), and the organic layer was washed with aqueous 2 N sodium hydroxide solution (50 mL), water (50 mL) and saturated saline water (50 mL) in that order. The organic layer was dried with magnesium sulfate, and evaporated under... The product is COC(COc1ccc2sc(C)nc2c1)CN1CCN(Cc2noc(-c3ccc(C(F)(F)F)cc3)n2)CC1. Starting materials: Cc1nc2cc(OCC(O)CN3CCN(Cc4noc(-c5ccc(C(F)(F)F)cc5)n4)CC3)ccc2s1, CI, Cc1ccccc1, [H-], [Na+], O. Reaction SMILES: [CH3:1][c:2]1[s:3][c:4]2[c:5]([n:6]1)[cH:7][c:8]([O:11][CH2:12][CH:13]([CH2:14][N:15]1[CH2:16][CH2:17][N:18]([CH2:21][c:22]3[n:23][o:24][c:25](-[c:27]4[cH:28][cH:29][c:30]([C:33]([F:34])([F:35])[F:36])[cH:31][cH:32]4)[n:26]3)[CH2:19][CH2:20]1)[OH:37])[cH:9][cH:10]2.[CH3:40][I:41].[CH3:43][c:44]1[cH:45][cH:46][cH:47][cH:48][cH:49]1.[H-:38].[Na+:39].[OH2:42]>>[CH3:1][c:2]1[s:3][c:4]2[c:5]([n:6]1)[cH:7][c:8]([O:11][CH2:12][CH:13]([CH2:14][N:15]1[CH2:16][CH2:17][N:18]([CH2:21][c:22]3[n:23][o:24][c:25](-[c:27]4[cH:28][cH:29][c:30]([C:33]([F:34])([F:35])[F:36])[cH:31][cH:32]4)[n:26]3)[CH2:19][CH2:20]1)[O:37][CH3:40])[cH:9][cH:10]2.